Dataset: the Open Reaction Database (ORD), a public repository of structured organic reaction records. Task: describe an organic reaction: reactants, conditions, products, and yield The reactants are FC1=CC=C(C=C1)CC(=O)NC(=O)NC1=CC=C(C=C1)[N+](=O)[O-] (1-(2-(4-fluorophenyl)acetyl)-3-(4-nitrophenyl)urea), [H][H] (hydrogen). The reagents and catalysts are [Pd] (palladium on carbon). The solvent is C(C)(=O)OCC (ethyl acetate). Conditions: time 18 hour. Yields the product NC1=CC=C(C=C1)NC(=O)NC(CC1=CC=C(C=C1)F)=O (1-(4-Aminophenyl)-3-(2-(4-fluorophenyl)acetyl)urea). Isolated yield 99.5%. RXN SMILES: [F:1][C:2]1[CH:7]=[CH:6][C:5]([CH2:8][C:9]([NH:11][C:12]([NH:14][C:15]2[CH:20]=[CH:19][C:18]([N+:21]([O-])=O)=[CH:17][CH:16]=2)=[O:13])=[O:10])=[CH:4][CH:3]=1.[H][H]>C(OCC)(=O)C.[Pd]>[NH2:21][C:18]1[CH:19]=[CH:20][C:15]([NH:14][C:12]([NH:11][C:9](=[O:10])[CH2:8][C:5]2[CH:6]=[CH:7][C:2]([F:1])=[CH:3][CH:4]=2)=[O:13])=[CH:16][CH:17]=1. Reported procedure: To a solution of 1-(2-(4-fluorophenyl)acetyl)-3-(4-nitrophenyl)urea (200 mg, 0.63 mmol) in ethyl acetate (10 mL) was added 10% palladium on carbon (15 mg) and the flask was filled with hydrogen using a balloon. The mixture was stirred for 18 h, filtered and the catalyst was washed with ethyl acetate. The filtrate was concentrated in vacuo to give a solid which was was triturated with small amount of ether and dried in vacuo to obtain the desired compound (180 mg) as pale yellow solid. MS(ESI+) m... The reactants are Cl.NC1=CC2=C(N=C(S2)S[C@H](CC)CC(C)N)C=C1 (6-amino-2-[(R)-2-aminopropyl-1-propylthio]benzothiazole hydrochloride), C(C)(=O)O[C@H]1[C@@H](O[C@@H]([C@H]1OC(C)=O)COC(C)=O)N1C2=NC(=NC(=C2N=C1)Cl)Cl (9-(2,3,5-tri-O-acetyl-β-D-ribofuranosyl)-2,6-dichloro-9H-purine), C(C)(=O)O[C@H]1[C@@H](O[C@@H]([C@H]1OC(C)=O)COC(C)=O)N1C=NC=2C(N[C@@H](CSC=3SC4=C(N3)C=CC(=C4)N)C)=NC(=NC12)Cl (2',3',5'-tri-O-acetyl-N-[(R)-1-(6-amino-2-benzothiazolyl)thio-2-propyl]-2-chloroadenosine), 2-[(R)-N-tert-butyloxycarbonyl]amino-1-propanol, NC1=CC2=C(N=C(S2)S)C=C1 (6-amino-2-mercaptobenzothiazole). Solvent: N (ammonia). Yields the product NC1=CC2=C(N=C(S2)SC[C@@H](C)NC=2C=3N=CN([C@H]4[C@H](O)[C@H](O)[C@@H](CO)O4)C3N=C(N2)Cl)C=C1 (N-[(R)-1-(6-amino2-benzothiazolyl)thio-2-propyl]-2chloroadenosine). Yield: 63.0%. Reaction SMILES: Cl.NC1C=CC2N=C(S[C@@H](CC(N)C)CC)SC=2C=1.NC1C=CC2N=C(S)SC=2C=1.C(O[C@@H]1[C@H](OC(=O)C)[C@@H](COC(=O)C)O[C@H]1N1C=NC2C1=NC(Cl)=NC=2Cl)(=O)C.C([O:63][C@@H:64]1[C@H:68]([O:69]C(=O)C)[C@@H:67]([CH2:73][O:74]C(=O)C)[O:66][C@H:65]1[N:78]1[C:101]2[N:100]=[C:99]([Cl:102])[N:98]=[C:82]([NH:83][C@H:84]([CH3:97])[CH2:85][S:86][C:87]3[S:88][C:89]4[CH:95]=[C:94]([NH2:96])[CH:93]=[CH:92][C:90]=4[N:91]=3)[C:81]=2[N:80]=[CH:79]1)(=O)C>N>[NH2:96][C:94]1[CH:93]=[CH:92][C:90]2[N:91]=[C:87]([S:86][CH2:85][C@H:84]([NH:83][C:82]3[C:81]4[N:80]=[CH:79][N:78]([C:101]=4[N:100]=[C:99]([Cl:102])[N:98]=3)[C@@H:65]3[O:66][C@H:67]([CH2:73][OH:74])[C@@H:68]([OH:69])[C@H:64]3[OH:63])[CH3:97])[S:88][C:89]=2[CH:95]=1 |f:0.1|. Procedure details: The title compound was prepared according to general method A as described above in Example 1 by reacting 6-amino-2-[(R)-2-aminopropyl-1-propylthio]benzothiazole hydrochloride [prepared by a Mitsunobu reaction as described in Example 1 using 2-[(R)-N-tert-butyloxycarbonyl]amino-1-propanol (13.1 g, 75 mmol) and 6-amino-2-mercaptobenzothiazole (13.7 g, 75 mmol) followed by acidic hydrolysis]) (2.51 g, 7.2 mmol) with 9-(2,3,5-tri-O-acetyl-β-D-ribofuranosyl)-2,6-dichloro-9H-purine (2.68 g, 6.0 mmol)... Reactants: ice sodium chloride, COC(=O)C[C@@H](C(=O)O)N.Cl (L-Aspartic acid β-methyl ester hydrochloride), C(OCC)(=O)Cl (Ethyl chlorocarbonate), C(C=CC1=CC=CC=C1)(=O)O (cinnamic acid), ClCCl (dichloromethane). Solvent: C(C)N(CC)CC (triethylamine), C(C)N(CC)CC (triethylamine). Yields the product C(C=CC1=CC=CC=C1)(=O)NC(CC(=O)OC)C(C)=O (methyl 3-cinnamoylamino- 4-oxovalerate). Reaction SMILES: [C:1](Cl)(=O)OCC.[C:7]([OH:17])(=O)[CH:8]=[CH:9][C:10]1[CH:15]=[CH:14][CH:13]=[CH:12][CH:11]=1.ClCCl.[CH3:21][O:22][C:23]([CH2:25][C@H:26]([NH2:30])[C:27](O)=[O:28])=[O:24].Cl>C(N(CC)CC)C>[C:7]([NH:30][CH:26]([C:27](=[O:28])[CH3:1])[CH2:25][C:23]([O:22][CH3:21])=[O:24])(=[O:17])[CH:8]=[CH:9][C:10]1[CH:11]=[CH:12][CH:13]=[CH:14][CH:15]=1 |f:3.4|. Procedure details: Ethyl chlorocarbonate (2.0 ml) was added dropwise to a mixture of cinnamic acid (2.96 g), dichloromethane (60 ml) and triethylamine (2.8 ml) under cooling with ice-sodium chloride and stirring, and the whole mixture was stirred for 10 minutes. L-Aspartic acid β-methyl ester hydrochloride (3.67 g) was added and triethylamine (5.6 ml) was further added dropwise. The resulting mixture was stirred at room temperature for 40 minutes, washed with 2N hydrochloric acid and water and dried over anhydrous... The product is C(=O)(O)C1(CCCCC1)N(CC1=CC=C(C=C1)C1=C(C=CC=C1)C1=NN=NN1)C(CCCC)=O (N-(1-carboxycyclohexyl)-N-pentanoyl-N-[2'-(1H-tetrazol-5-yl)biphenyl-4-ylmethyl]-amine). The reactants are C(C)(=O)OCC (ethyl acetate), C(C1=CC=CC=C1)OC(=O)C1(CCCCC1)N(CC1=CC=C(C=C1)C1=C(C=CC=C1)C1=NN=NN1)C(CCCC)=O (N-(1-benzyloxycarbonylcyclohexyl)-N-pentanoyl-N-[2'-(1H-tetrazol-5-yl)biphenyl-4-ylmethyl]-amine). Procedure: A solution of 2.4 g (4.3 mmol) of N-(1-benzyloxycarbonylcyclohexyl)-N-pentanoyl-N-[2'-(1H-tetrazol-5-yl)biphenyl-4-ylmethyl]-amine in 40 ml of dioxan is hydrogenated with the addition of 0.5 g of Pd/C (10%) and worked up, in a manner analogous to that described in Example 73. The N-(1-carboxycyclohexyl)-N-pentanoyl-N-[2'-(1H-tetrazol-5-yl)biphenyl-4-ylmethyl]-amine is thus obtained in the form of colourless crystals (from ethyl acetate) melting between 134° and 136°. The reagents and catalysts are [Pd] (Pd/C). As a reaction SMILES: C([O:8][C:9]([C:11]1([N:17]([C:36](=[O:41])[CH2:37][CH2:38][CH2:39][CH3:40])[CH2:18][C:19]2[CH:24]=[CH:23][C:22]([C:25]3[CH:30]=[CH:29][CH:28]=[CH:27][C:26]=3[C:31]3[NH:35][N:34]=[N:33][N:32]=3)=[CH:21][CH:20]=2)[CH2:16][CH2:15][CH2:14][CH2:13][CH2:12]1)=[O:10])C1C=CC=CC=1.C(OCC)(=O)C>O1CCOCC1.[Pd]>[C:9]([C:11]1([N:17]([C:36](=[O:41])[CH2:37][CH2:38][CH2:39][CH3:40])[CH2:18][C:19]2[CH:24]=[CH:23][C:22]([C:25]3[CH:30]=[CH:29][CH:28]=[CH:27][C:26]=3[C:31]3[NH:32][N:33]=[N:34][N:35]=3)=[CH:21][CH:20]=2)[CH2:16][CH2:15][CH2:14][CH2:13][CH2:12]1)([OH:10])=[O:8]. Run in O1CCOCC1 (dioxan). Yields the product Cc1ccc(-c2ccc3c(c2)C=C(C(=O)Nc2ccc(C[N+]4(C)CCCCC4)cc2)CCO3)cc1, [Cl-]. The reactants are CN1CCCCC1, CN(C)C=O, Cc1ccc(-c2ccc3c(c2)C=C(C(=O)Nc2ccc(CCl)cc2)CCO3)cc1. As a reaction SMILES: [CH3:30][N:31]1[CH2:32][CH2:33][CH2:34][CH2:35][CH2:36]1.[CH3:37][N:38]([CH3:39])[CH:40]=[O:41].[Cl:1][CH2:2][c:3]1[cH:4][cH:5][c:6]([NH:9][C:10](=[O:11])[C:12]2=[CH:18][c:17]3[c:16]([cH:22][cH:21][c:20](-[c:23]4[cH:24][cH:25][c:26]([CH3:29])[cH:27][cH:28]4)[cH:19]3)[O:15][CH2:14][CH2:13]2)[cH:7][cH:8]1>>[CH2:2]([c:3]1[cH:4][cH:5][c:6]([NH:9][C:10](=[O:11])[C:12]2=[CH:18][c:17]3[c:16]([cH:22][cH:21][c:20](-[c:23]4[cH:24][cH:25][c:26]([CH3:29])[cH:27][cH:28]4)[cH:19]3)[O:15][CH2:14][CH2:13]2)[cH:7][cH:8]1)[N+:31]1([CH3:30])[CH2:32][CH2:33][CH2:34][CH2:35][CH2:36]1.[Cl-:1]. Reactants: [OH-].[Na+] (sodium hydroxide), C(C#CC)N1C(=NC(=C1C#N)C(=O)OCC)N1CCN(CC1)C(=O)OC(C)(C)C (t-butyl 4-[1-(2-butynyl)-5-cyano-4-ethoxycarbonyl-1H-imidazol-2-yl]piper azine-1-carboxylate). Solvent: C(C)O (ethanol). Run at time 2 hour. Yields the product C(C#CC)N1C(=NC(=C1C#N)C(=O)O)N1CCN(CC1)C(=O)OC(C)(C)C (t-Butyl 4-[1-(2-butynyl)-4-carboxy-5-cyano-1H-imidazol-2-yl]piperazine-1-carboxylate). The yield is 99.4%. RXN SMILES: [OH-].[Na+].[CH2:3]([N:7]1[C:11]([C:12]#[N:13])=[C:10]([C:14]([O:16]CC)=[O:15])[N:9]=[C:8]1[N:19]1[CH2:24][CH2:23][N:22]([C:25]([O:27][C:28]([CH3:31])([CH3:30])[CH3:29])=[O:26])[CH2:21][CH2:20]1)[C:4]#[C:5][CH3:6]>C(O)C>[CH2:3]([N:7]1[C:11]([C:12]#[N:13])=[C:10]([C:14]([OH:16])=[O:15])[N:9]=[C:8]1[N:19]1[CH2:20][CH2:21][N:22]([C:25]([O:27][C:28]([CH3:31])([CH3:30])[CH3:29])=[O:26])[CH2:23][CH2:24]1)[C:4]#[C:5][CH3:6] |f:0.1|. Reported procedure: 16 ml of a 5N aqueous sodium hydroxide solution was added to a 500 ml ethanol solution of 25.1 g of t-butyl 4-[1-(2-butynyl)-5-cyano-4-ethoxycarbonyl-1H-imidazol-2-yl]piper azine-1-carboxylate, and the mixture was stirred at room temperature for two hours. Then, the solvent was concentrated under reduced pressure. The residue was dissolved in a mixture consisting of 1 L of ethyl acetate and 500 ml of water. 50 ml of 2N hydrochloric acid was added to the solution. The organic layer was washed wit... As a reaction SMILES: [C:1]1([CH3:11])[CH:6]=[CH:5][C:4]([S:7](Cl)(=[O:9])=[O:8])=[CH:3][CH:2]=1.[C:12]([O:16][C:17]([NH:19][CH:20]1[C:23](=[O:24])[NH:22][CH:21]1[CH2:25][OH:26])=[O:18])([CH3:15])([CH3:14])[CH3:13].C(O)(=O)C(C)O.C(OCC)(=O)C>N1C=CC=CC=1>[S:7]([C:4]1[CH:5]=[CH:6][C:1]([CH3:11])=[CH:2][CH:3]=1)([O:26][CH2:25][C@H:21]1[C@@H:20]([NH:19][C:17]([O:16][C:12]([CH3:14])([CH3:13])[CH3:15])=[O:18])[C:23](=[O:24])[NH:22]1)(=[O:9])=[O:8]. Reactants: C1(=CC=C(C=C1)S(=O)(=O)Cl)C (p-toluenesulfonyl chloride), C(C)(C)(C)OC(=O)NC1C(NC1=O)CO (3-t-butoxycarbonylamino-2-hydroxymethyl-4-oxoazetidine), C(C)(=O)OCC (ethyl acetate), C(C(O)C)(=O)O (lactic acid). The yield is 71.6%. Procedure: To a solution of 0.9 g (4.3 mmole) of 98% p-toluenesulfonyl chloride in 10 ml of dry pyridine at 0° is added 0.9 g (4.15 mmole) of 3-t-butoxycarbonylamino-2-hydroxymethyl-4-oxoazetidine. The mixture is stirred for 2 hr at 0° and then stored at 5° overnight. After addition of 0.5 ml of 85% lactic acid, the mixture is stirred for 1 hr, poured into ethyl acetate and washed with dilute HCl, 5% NaHCO3, and brine. The extract is dried over magnesium sulfate and evaporated to dryness to give 1.1 g (70%... Solvent: N1=CC=CC=C1 (pyridine). Reaction conditions: time 2 hour. The product is S(=O)(=O)(OC[C@@H]1NC([C@@H]1NC(=O)OC(C)(C)C)=O)C1=CC=C(C)C=C1 (cis-3-t-Butoxycarbonylamino-4-oxo-2-azetidinylmethyl tosylate). Reactants: N1N=CN=C1 (1,2,4-triazole), ClC=1N=C(C2=C(N1)SC(=C2)C)NCC2=CC(=C(C=C2)OC)Cl (2-chloro-6-methyl-4-(3-chloro-4-methoxybenzylamino)-thieno-[2,3-d]-pyrimidine). Yields the product N1(N=CN=C1)C=1N=C(C2=C(N1)SC(=C2)C)NCC2=CC(=C(C=C2)OC)Cl (2-(1,2,4-triazol-1-yl)-6-methyl-4-(3-chloro-4-methoxybenzylamino)-thieno-[2,3-d]-pyrimidine). Reaction SMILES: [NH:1]1[CH:5]=[N:4][CH:3]=[N:2]1.Cl[C:7]1[N:8]=[C:9]([NH:17][CH2:18][C:19]2[CH:24]=[CH:23][C:22]([O:25][CH3:26])=[C:21]([Cl:27])[CH:20]=2)[C:10]2[CH:15]=[C:14]([CH3:16])[S:13][C:11]=2[N:12]=1>>[N:1]1([C:7]2[N:8]=[C:9]([NH:17][CH2:18][C:19]3[CH:24]=[CH:23][C:22]([O:25][CH3:26])=[C:21]([Cl:27])[CH:20]=3)[C:10]3[CH:15]=[C:14]([CH3:16])[S:13][C:11]=3[N:12]=2)[CH:5]=[N:4][CH:3]=[N:2]1. Reported procedure: Following the procedure of Example 97, the reaction of 1,2,4-triazole with 2-chloro-6-methyl-4-(3-chloro-4-methoxybenzylamino)-thieno-[2,3-d]-pyrimidine gives 2-(1,2,4-triazol-1-yl)-6-methyl-4-(3-chloro-4-methoxybenzylamino)-thieno-[2,3-d]-pyrimidine. Yields the product N1(C=CC2=CC=CC=C12)CC1=CC=C(C(=O)OC)C=C1 (Methyl 4-(indol-1-yl)methylbenzoate). Procedure: Following a procedure and using relative proportions of starting materials similar to those described in Example 65, but using indole and methyl 4-(bromomethyl)benzoate as starting material, the title compound was obtained as a solid. Starting materials: N1C=CC2=CC=CC=C12 (indole), BrCC1=CC=C(C(=O)OC)C=C1 (methyl 4-(bromomethyl)benzoate). Reaction SMILES: [NH:1]1[C:9]2[C:4](=[CH:5][CH:6]=[CH:7][CH:8]=2)[CH:3]=[CH:2]1.Br[CH2:11][C:12]1[CH:21]=[CH:20][C:15]([C:16]([O:18][CH3:19])=[O:17])=[CH:14][CH:13]=1>>[N:1]1([CH2:11][C:12]2[CH:21]=[CH:20][C:15]([C:16]([O:18][CH3:19])=[O:17])=[CH:14][CH:13]=2)[C:9]2[C:4](=[CH:5][CH:6]=[CH:7][CH:8]=2)[CH:3]=[CH:2]1.